Dataset: the Open Reaction Database (ORD), a public repository of structured organic reaction records. Task: describe an organic reaction: reactants, conditions, products, and yield The reactants are Cl (HCl), CO (methanol), Cl (HCl), CS(=O)(=O)C1=C(C=C(C=C1)C(=C(OC1=CC=C(OCCN2CCCCC2)C=C1)C1=CC=C(C=C1)OC)C)C(F)(F)F (1-(2-{4-[2-(4-Methanesulfonyl-3-trifluoromethyl-phenyl)-1-(4-methoxy-phenyl)-propenyloxy]-phenoxy}-ethyl)-piperidine), B(Br)(Br)Br (BBr3). The solvent is C(C)OCC (diethyl ether), C(C)OCC (diethyl ether), C(C)(=O)OCC (ethyl acetate), O (water), ClCCl (dichloromethane), C(C)(=O)OCC (ethyl acetate), C(C)OCC (diethyl ether). Conditions: temperature 0 celsius. The product is Cl.CS(=O)(=O)C1=C(C=C(C=C1)C=1C(=C2C=CC(=CC2=CC1)O)OC1=CC=C(C=C1)OCCN1CCCCC1)C(F)(F)F (6-(4-Methanesulfonyl-3-trifluoromethyl-phenyl)-5-[4-(2-piperidin-1-yl-ethoxy)-phenoxy]-naphthalen-2-ol Hydrochloride). Yield: 53.0%. As a reaction SMILES: [CH3:1][S:2]([C:5]1[CH:10]=[CH:9][C:8]([C:11]([CH3:37])=[C:12]([C:29]2[CH:34]=[CH:33][C:32]([O:35]C)=[CH:31][CH:30]=2)[O:13][C:14]2[CH:28]=[CH:27][C:17]([O:18][CH2:19][CH2:20][N:21]3[CH2:26][CH2:25][CH2:24][CH2:23][CH2:22]3)=[CH:16][CH:15]=2)=[CH:7][C:6]=1[C:38]([F:41])([F:40])[F:39])(=[O:4])=[O:3].[ClH:42].B(Br)(Br)Br.[CH3:47]O>C(OCC)(=O)C.C(OCC)C.O.ClCCl>[ClH:42].[CH3:1][S:2]([C:5]1[CH:10]=[CH:9][C:8]([C:11]2[C:12]([O:13][C:14]3[CH:15]=[CH:16][C:17]([O:18][CH2:19][CH2:20][N:21]4[CH2:22][CH2:23][CH2:24][CH2:25][CH2:26]4)=[CH:27][CH:28]=3)=[C:29]3[C:34](=[CH:47][CH:37]=2)[CH:33]=[C:32]([OH:35])[CH:31]=[CH:30]3)=[CH:7][C:6]=1[C:38]([F:40])([F:41])[F:39])(=[O:4])=[O:3] |f:8.9|. Procedure details: Dissolve the product of Example 31 in ethyl acetate (10 mL) and diethyl ether (5 mL). Add 2M HCl in diethyl ether (0.1 mL, 0.2 mmol). Concentrate the slurry and dry in vacuo. Dilute the residue in dichloromethane (5.0 mL) and blanket with nitrogen. Cool the solution to 0° C. with external ice bath. Add BBr3 (0.1 mL, 1.1 mmol) and stir for 1 hour. Dilute with water (1.0 mL) and dichloromethane (10 mL). Separate the layers and wash the organic layer with saturated aqueous NaHCO3 (10 mL) and brine ... Reactants: OCc1cc2cc(F)c(F)cc2nc1N1CCCC1C1CCC(COCc2ccccc2)CC1, CS(=O)(=O)Cl, Cc1ccccc1, CCOC(C)=O, CCN(C(C)C)C(C)C, O. Product: Fc1cc2cc(CCl)c(N3CCCC3C3CCC(COCc4ccccc4)CC3)nc2cc1F. Reaction SMILES: [CH2:6]([c:7]1[cH:8][cH:9][cH:10][cH:11][cH:12]1)[O:13][CH2:14][CH:15]1[CH2:16][CH2:17][CH:18]([CH:21]2[N:22]([c:26]3[n:27][c:28]4[cH:29][c:30]([F:39])[c:31]([F:38])[cH:32][c:33]4[cH:34][c:35]3[CH2:36][OH:37])[CH2:23][CH2:24][CH2:25]2)[CH2:19][CH2:20]1.[CH3:1][S:2]([Cl:3])(=[O:4])=[O:5].[CH3:50][c:51]1[cH:52][cH:53][cH:54][cH:55][cH:56]1.[CH3:57][CH2:58][O:59][C:60](=[O:61])[CH3:62].[CH:40]([N:41]([CH2:42][CH3:43])[CH:44]([CH3:45])[CH3:46])([CH3:47])[CH3:48].[OH2:49]>>[Cl:3][CH2:36][c:35]1[c:26]([N:22]2[CH:21]([CH:18]3[CH2:17][CH2:16][CH:15]([CH2:14][O:13][CH2:6][c:7]4[cH:8][cH:9][cH:10][cH:11][cH:12]4)[CH2:20][CH2:19]3)[CH2:25][CH2:24][CH2:23]2)[n:27][c:28]2[cH:29][c:30]([F:39])[c:31]([F:38])[cH:32][c:33]2[cH:34]1.